This data is from the Open Reaction Database (ORD), a public repository of structured organic reaction records. The task is: describe an organic reaction: reactants, conditions, products, and yield Reactants: CCOC(C)=O, Cc1ccccc1, O=C(O)CSc1ccc(C(=O)Nc2ccc(F)cc2)cn1, OCc1cccc(F)c1, O=S(=O)(O)O. Yields the product O=C(CSc1ccc(C(=O)Nc2ccc(F)cc2)cn1)OCc1cccc(F)c1. Reaction SMILES: [CH3:36][CH2:37][O:38][C:39](=[O:40])[CH3:41].[CH3:42][c:43]1[cH:44][cH:45][cH:46][cH:47][cH:48]1.[F:1][c:2]1[cH:3][cH:4][c:5]([NH:8][C:9](=[O:10])[c:11]2[cH:12][cH:13][c:14]([S:17][CH2:18][C:19](=[O:20])[OH:21])[n:15][cH:16]2)[cH:6][cH:7]1.[F:22][c:23]1[cH:24][c:25]([CH2:26][OH:27])[cH:28][cH:29][cH:30]1.[S:31](=[O:32])(=[O:33])([OH:34])[OH:35]>>[F:1][c:2]1[cH:3][cH:4][c:5]([NH:8][C:9](=[O:10])[c:11]2[cH:12][cH:13][c:14]([S:17][CH2:18][C:19]([O:20][CH2:26][c:25]3[cH:24][c:23]([F:22])[cH:30][cH:29][cH:28]3)=[O:21])[n:15][cH:16]2)[cH:6][cH:7]1. Reactants: C1(=CC=CC=C1)C1(C2=CC=CC=C2C=2C=CC=CC12)OC1(CC1)C(CO)O (2-[1-(9-Phenyl-9-fluorenoxy)cyclopropyl]-1,2-dihydroxyethane), 4h. Solvent: C1CCOC1 (THF), O (H2O), CCOC(=O)C (EtOAc), O (H2O). The product is C1(=CC=CC=C1)C1(C2=CC=CC=C2C=2C=CC=CC12)OC1(CC1)C=O (1-(9-Phenyl-9-fluorenoxy)cyclopropane carboxaldehyde). RXN SMILES: [C:1]1([C:7]2([O:20][C:21]3([CH:24]([OH:27])CO)[CH2:23][CH2:22]3)[C:19]3[CH:18]=[CH:17][CH:16]=[CH:15][C:14]=3[C:13]3[C:8]2=[CH:9][CH:10]=[CH:11][CH:12]=3)[CH:6]=[CH:5][CH:4]=[CH:3][CH:2]=1>C1COCC1.O.CCOC(C)=O>[C:1]1([C:7]2([O:20][C:21]3([CH:24]=[O:27])[CH2:22][CH2:23]3)[C:8]3[CH:9]=[CH:10][CH:11]=[CH:12][C:13]=3[C:14]3[C:19]2=[CH:18][CH:17]=[CH:16][CH:15]=3)[CH:6]=[CH:5][CH:4]=[CH:3][CH:2]=1. Procedure: A suspension of 2-[1-(9-Phenyl-9-fluorenoxy)cyclopropyl]-1,2-dihydroxyethane in THF:H2O is treated with NalO4 (1.1 eq). The resulting suspension is stirred at room temperature for 4h and then diluted with H2O and EtOAc. The EtOAc extract is washed consecutively with 10% aq sodium thiosulfate solution and then brine. The EtOAc layer is dried (Na2SO4) and concentrated in vacuo. The crude product is purified by filtration through a short pad of silica gel. The reactants are O=C(CCC1=C(n2nc(-c3c(-c4ccccc4)nn4ccccc34)ccc2=O)CCCC1)OCc1ccccc1, C1CCOC1. Yields the product O=C(O)CCC1=C(n2nc(-c3c(-c4ccccc4)nn4ccccc34)ccc2=O)CCCC1. Reaction SMILES: [CH2:1]([c:2]1[cH:3][cH:4][cH:5][cH:6][cH:7]1)[O:8][C:9](=[O:10])[CH2:11][CH2:12][C:13]1=[C:14]([n:19]2[n:20][c:21](-[c:26]3[c:27](-[c:35]4[cH:36][cH:37][cH:38][cH:39][cH:40]4)[n:28][n:29]4[c:30]3[cH:31][cH:32][cH:33][cH:34]4)[cH:22][cH:23][c:24]2=[O:25])[CH2:15][CH2:16][CH2:17][CH2:18]1.[O:41]1[CH2:42][CH2:43][CH2:44][CH2:45]1>>[O:8]=[C:9]([OH:10])[CH2:11][CH2:12][C:13]1=[C:14]([n:19]2[n:20][c:21](-[c:26]3[c:27](-[c:35]4[cH:36][cH:37][cH:38][cH:39][cH:40]4)[n:28][n:29]4[c:30]3[cH:31][cH:32][cH:33][cH:34]4)[cH:22][cH:23][c:24]2=[O:25])[CH2:15][CH2:16][CH2:17][CH2:18]1. The reactants are ClC(Cl)(Cl)Cl, C[N+](C)(C)Cc1ccccc1, [Cl-], OCCOc1c(Cl)cc(Cl)cc1Cl, O, O=S(Cl)Cl. Reaction SMILES: [C:14]([Cl:15])([Cl:16])([Cl:17])[Cl:18].[CH2:24]([N+:25]([CH3:26])([CH3:27])[CH3:28])[c:29]1[cH:30][cH:31][cH:32][cH:33][cH:34]1.[Cl-:23].[Cl:1][c:2]1[c:3]([O:4][CH2:5][CH2:6][OH:7])[c:8]([Cl:13])[cH:9][c:10]([Cl:12])[cH:11]1.[OH2:35].[S:19]([Cl:20])([Cl:21])=[O:22]>>[Cl:1][c:2]1[c:3]([O:4][CH2:5][CH2:6][Cl:15])[c:8]([Cl:13])[cH:9][c:10]([Cl:12])[cH:11]1. Yields the product ClCCOc1c(Cl)cc(Cl)cc1Cl. The reactants are COC(C=CC1=CC(=CC=2C=C(OC21)C2=CC=C(C=C2)O)O)=O (3-[5-Hydroxy-2-(4-hydroxy-phenyl)benzofuran-7-yl]-acrylic acid methyl ester). Reagents/catalysts: [Pd] (palladium on carbon). Solvent: CO (methanol). Reaction conditions: time 7 hour. Yields the product COC(CCC1=CC(=CC=2C=C(OC21)C2=CC=C(C=C2)O)O)=O (3-[5-Hydroxy-2-(4-hydroxy-phenyl)-benzofuran-7-yl]-propionic acid methyl ester). Isolated yield 15.0%. Reaction SMILES: [CH3:1][O:2][C:3](=[O:23])[CH:4]=[CH:5][C:6]1[C:14]2[O:13][C:12]([C:15]3[CH:20]=[CH:19][C:18]([OH:21])=[CH:17][CH:16]=3)=[CH:11][C:10]=2[CH:9]=[C:8]([OH:22])[CH:7]=1>CO.[Pd]>[CH3:1][O:2][C:3](=[O:23])[CH2:4][CH2:5][C:6]1[C:14]2[O:13][C:12]([C:15]3[CH:20]=[CH:19][C:18]([OH:21])=[CH:17][CH:16]=3)=[CH:11][C:10]=2[CH:9]=[C:8]([OH:22])[CH:7]=1. Procedure details: To a solution of 3-[5-hydroxy-2-(4-hydroxy-phenyl)benzofuran-7-yl]-acrylic acid methyl ester 59 (0.1 g, 0.32 mmol) in methanol (5 mL) and purged with nitrogen was added catalytic 10% palladium on carbon. The reaction vessel was evacuated and a balloon of hydrogen was added. After 7 hours, the reaction was filtered and the solvent removed in vacuo. The product was purified via flash chromatography on silica gel, eluting with 7% methanol in dichloromethane to give 0.015 g of 3-[5-hydroxy-2-(4-hydr... Starting materials: BrC1=CC=2NC3=CC=CC=C3C2C=C1 (2-bromo-9H-carbazole), IC1=NC=CC=C1 (2-iodopyridine), P(=O)([O-])([O-])[O-].[K+].[K+].[K+] (potassium phosphate), C1CC(CCC1N)N ((1R,4R)-cyclohexane-1,4-diamine). The reagents and catalysts are [Cu](I)I (copper iodide). The solvent is O1CCOCC1 (dioxane), O (water). Conditions: temperature 65 celsius. Product: BrC1=CC=2N(C3=CC=CC=C3C2C=C1)C1=NC=CC=C1 (2-bromo-9-(pyridin-2-yl)-9H-carbazole). The yield is 43.2%. Reaction SMILES: [Br:1][C:2]1[CH:14]=[CH:13][C:12]2[C:11]3[C:6](=[CH:7][CH:8]=[CH:9][CH:10]=3)[NH:5][C:4]=2[CH:3]=1.I[C:16]1[CH:21]=[CH:20][CH:19]=[CH:18][N:17]=1.P([O-])([O-])([O-])=O.[K+].[K+].[K+].C1C(N)CCC(N)C1>[Cu](I)I.O.O1CCOCC1>[Br:1][C:2]1[CH:14]=[CH:13][C:12]2[C:11]3[C:6](=[CH:7][CH:8]=[CH:9][CH:10]=3)[N:5]([C:16]3[CH:21]=[CH:20][CH:19]=[CH:18][N:17]=3)[C:4]=2[CH:3]=1 |f:2.3.4.5|. Procedure: A 100 mL 3-neck flask was charged with copper iodide (0.057 g, 0.301 mmol), 2-bromo-9H-carbazole (7.4 g, 30.1 mmol), 2-iodopyridine (12.3 g, 60.1 mmol), potassium phosphate (12.8 g, 60.1 mmol), (1R,4R)-cyclohexane-1,4-diamine (0.343 g, 3.0 mmol), and dioxane (25 mL) and the reaction mixture was heated at 65° C. for 16 hours. The reaction mixture was then poured into deionized water and extracted with dichloromethane The organic layers were combined and subjected to a column chromatography (neutr... The reactants are C(C)(=O)NC=1C=C(C=CC1)C1=NNC=2N=CC=3CN(CCC3C21)C(=O)OC(C)(C)C (tert-butyl 1-(3-acetamidophenyl)-8,9-dihydro-3H-pyrazolo[3,4-c][2,7]naphthyridine-7(6H)-carboxylate), FC(C(=O)O)(F)F (trifluoroacetic acid), C1(=CC=CC=C1)C (toluene). Run in ClCCl (dichloromethane). Reaction conditions: time 8 hour. The product is FC(C(=O)[O-])(F)F.C(C)(=O)NC=1C=C(C=CC1)C1=NNC=2N=CC=3C[NH2+]CCC3C21 (1-(3-acetamidophenyl)-6,7,8,9-tetrahydro-3H-pyrazolo[3,4-c][2,7]naphthyridin-7-ium 2,2,2-trifluoroacetate). The yield is 37.0%. RXN SMILES: [C:1]([NH:4][C:5]1[CH:6]=[C:7]([C:11]2[C:23]3[C:22]4[CH2:21][CH2:20][N:19](C(OC(C)(C)C)=O)[CH2:18][C:17]=4[CH:16]=[N:15][C:14]=3[NH:13][N:12]=2)[CH:8]=[CH:9][CH:10]=1)(=[O:3])[CH3:2].[F:31][C:32]([F:37])([F:36])[C:33]([OH:35])=[O:34].C1(C)C=CC=CC=1>ClCCl>[F:31][C:32]([F:37])([F:36])[C:33]([O-:35])=[O:34].[C:1]([NH:4][C:5]1[CH:6]=[C:7]([C:11]2[C:23]3[C:22]4[CH2:21][CH2:20][NH2+:19][CH2:18][C:17]=4[CH:16]=[N:15][C:14]=3[NH:13][N:12]=2)[CH:8]=[CH:9][CH:10]=1)(=[O:3])[CH3:2] |f:4.5|. Procedure: To a solution of tert-butyl 1-(3-acetamidophenyl)-8,9-dihydro-3H-pyrazolo[3,4-c][2,7]naphthyridine-7(6H)-carboxylate (0.108 g, 0.26 mmol) in dichloromethane (5 mL) was added trifluoroacetic acid (0.5 mL). The reaction was shaken overnight at room temperature. On completion, toluene (1 mL) was added and the solvent removed under reduced pressure. The crude product was purified using reverse phase HPLC (C-18 using TFA as a modifier) to give the desired product, 1-(3-acetamidophenyl)-6,7,8,9-tetrah... Reactants: [H-].[Na+] (Sodium hydride), ClC=1C=C(C(=NC1)OC)N (5-chloro-2-methoxypyridin-3-amine), ClC1=NC(=C(C=C1C)[N+](=O)[O-])Cl (2,6-dichloro-3-methyl-5-nitropyridine). Solvent: O1CCCC1 (tetrahydrofuran), O1CCCC1 (tetrahydrofuran). Run at time 30 minute. The product is ClC1=C(C=C(C(=N1)NC=1C(=NC=C(C1)Cl)OC)[N+](=O)[O-])C (6-Chloro-N-(5-chloro-2-methoxypyridin-3-yl)-5-methyl-3-nitropyridin-2-amine). Isolated yield 74.0%. Reaction SMILES: [H-].[Na+].[Cl:3][C:4]1[CH:5]=[C:6]([NH2:12])[C:7]([O:10][CH3:11])=[N:8][CH:9]=1.[Cl:13][C:14]1[C:19]([CH3:20])=[CH:18][C:17]([N+:21]([O-:23])=[O:22])=[C:16](Cl)[N:15]=1>O1CCCC1>[Cl:13][C:14]1[N:15]=[C:16]([NH:12][C:6]2[C:7]([O:10][CH3:11])=[N:8][CH:9]=[C:4]([Cl:3])[CH:5]=2)[C:17]([N+:21]([O-:23])=[O:22])=[CH:18][C:19]=1[CH3:20] |f:0.1|. Procedure details: Sodium hydride (60% dispersion in mineral oil, 0.23 g, 5.80 mmol) was added to a stirred solution of 5-chloro-2-methoxypyridin-3-amine (Preparation 23b, 1.15 g, 7.25 mmol) in tetrahydrofuran (11 mL) and the resulting mixture was stirred at ambient temperature for 30 minutes. A solution of 2,6-dichloro-3-methyl-5-nitropyridine (prepared according to the method described in WO2010/094645(A1), 1.0 g, 4.83 mmol) in tetrahydrofuran (10 mL) was then added and the reaction mixture was heated at reflux ...